From a dataset of the Open Reaction Database (ORD), a public repository of structured organic reaction records. describe an organic reaction: reactants, conditions, products, and yield Starting materials: OC=1C=C2CCCC(C2=CC1)=O (6-hydroxy-3,4-dihydro-1(2H)-naphthalenone), Cl (hydrochloric acid), C=O (paraformaldehyde). The product is ClCC1=C2CCCC(C2=CC=C1O)=O (5-chloromethyl-6-hydroxy-3,4-dihydro-1(2H)-naphthalenone). RXN SMILES: [OH:1][C:2]1[CH:3]=[C:4]2[C:9](=[CH:10][CH:11]=1)[C:8](=[O:12])[CH2:7][CH2:6][CH2:5]2.[ClH:13].[CH2:14]=O>>[Cl:13][CH2:14][C:3]1[C:2]([OH:1])=[CH:11][CH:10]=[C:9]2[C:4]=1[CH2:5][CH2:6][CH2:7][C:8]2=[O:12]. Reported procedure: To a mixture of 20 g. of 6-hydroxy-3,4-dihydro-1(2H)-naphthalenone and 110 ml. of concentrated hydrochloric acid is added 4.6 g. of paraformaldehyde and the mixture is agitated at room temperature for 20 hours. To the reaction mixture is added 200 ml. of water, and the resulting precipitate is recovered by filtration, rinsed with water and benzene and dried. The described procedure provides 5-chloromethyl-6-hydroxy-3,4-dihydro-1(2H)-naphthalenone. Yield 21 g.; melting point: 172°-174° C (decomp.... Starting materials: BrC=1C=C(C(=NC1)C1=CC=C(C=C1)OCCCCCCCC)Cl (5-bromo-3-chloro-2-(4-octyloxyphenyl)pyridine), C(CCCCCCC)OC1=CC=C(C=C1)B(O)O (4-octyloxybenzeneboronic acid), C([O-])([O-])=O.[Na+].[Na+] (sodium carbonate), C(C)O (ethanol). Reagents/catalysts: C=1C=CC(=CC1)[P](C=2C=CC=CC2)(C=3C=CC=CC3)[Pd]([P](C=4C=CC=CC4)(C=5C=CC=CC5)C=6C=CC=CC6)([P](C=7C=CC=CC7)(C=8C=CC=CC8)C=9C=CC=CC9)[P](C=1C=CC=CC1)(C=1C=CC=CC1)C=1C=CC=CC1 (tetrakis(triphenylphosphine)palladium(0)). Solvent: C1(=CC=CC=C1)C (toluene), O (water). The product is ClC=1C(=NC=C(C1)C1=CC=C(C=C1)OCCCCCCCC)C1=CC=C(C=C1)OCCCCCCCC (3-chloro-2,5-di(4-octyloxyphenyl)pyridine). The yield is 48.9%. As a reaction SMILES: Br[C:2]1[CH:3]=[C:4]([Cl:23])[C:5]([C:8]2[CH:13]=[CH:12][C:11]([O:14][CH2:15][CH2:16][CH2:17][CH2:18][CH2:19][CH2:20][CH2:21][CH3:22])=[CH:10][CH:9]=2)=[N:6][CH:7]=1.[CH2:24]([O:32][C:33]1[CH:38]=[CH:37][C:36](B(O)O)=[CH:35][CH:34]=1)[CH2:25][CH2:26][CH2:27][CH2:28][CH2:29][CH2:30][CH3:31].C(=O)([O-])[O-].[Na+].[Na+].C(O)C>C1(C)C=CC=CC=1.C1C=CC([P]([Pd]([P](C2C=CC=CC=2)(C2C=CC=CC=2)C2C=CC=CC=2)([P](C2C=CC=CC=2)(C2C=CC=CC=2)C2C=CC=CC=2)[P](C2C=CC=CC=2)(C2C=CC=CC=2)C2C=CC=CC=2)(C2C=CC=CC=2)C2C=CC=CC=2)=CC=1.O>[Cl:23][C:4]1[C:5]([C:8]2[CH:13]=[CH:12][C:11]([O:14][CH2:15][CH2:16][CH2:17][CH2:18][CH2:19][CH2:20][CH2:21][CH3:22])=[CH:10][CH:9]=2)=[N:6][CH:7]=[C:2]([C:36]2[CH:37]=[CH:38][C:33]([O:32][CH2:24][CH2:25][CH2:26][CH2:27][CH2:28][CH2:29][CH2:30][CH3:31])=[CH:34][CH:35]=2)[CH:3]=1 |f:2.3.4,^1:61,63,82,101|. Reported procedure: 2.00 g (5.40 mmol) of 5-bromo-3-chloro-2-(4-octyloxyphenyl)pyridine, 1.50 g (6.00 mmol) of 4-octyloxybenzeneboronic acid, 0.07 g (0.6 mmol) of tetrakis(triphenylphosphine)palladium(0) and 1.3 g (12.00 mmol) of sodium carbonate are heated at 80° C. for 3 hours in 20 ml of toluene, 10 ml of ethanol and 10 ml of water. The mixture is subsequently partitioned between aqueous sodium chloride solution and ether, the organic phase is washed with aqueous sodium chloride solution, dried over sodium sulfa... The reactants are Br, N#Cc1ccc(C(F)(F)F)cc1OCc1ccccc1, CC(=O)O, CCCCCC, O. The product is N#Cc1ccc(C(F)(F)F)cc1O. Reaction SMILES: [BrH:25].[CH2:1]([c:2]1[cH:3][cH:4][cH:5][cH:6][cH:7]1)[O:8][c:9]1[c:10]([C:11]#[N:12])[cH:13][cH:14][c:15]([C:17]([F:18])([F:19])[F:20])[cH:16]1.[CH3:21][C:22](=[O:23])[OH:24].[CH3:27][CH2:28][CH2:29][CH2:30][CH2:31][CH3:32].[OH2:26]>>[OH:8][c:9]1[c:10]([C:11]#[N:12])[cH:13][cH:14][c:15]([C:17]([F:18])([F:19])[F:20])[cH:16]1. Reactants: BrC1=CC(=C(OC2=NC=CC=C2C(=O)N2CCN(C3=CC=CC=C23)C2CC2)C=C1Cl)Cl ([2-(4-Bromo-2,5-dichloro-phenoxy)-pyridin-3-yl]-(4-cyclopropyl-3,4-dihydro-2H-quinoxalin-1-yl)-methanone), C(C#C)O (2-propyn-1-ol). Reagents/catalysts: C=1C=CC(=CC1)[P](C=2C=CC=CC2)(C=3C=CC=CC3)[Pd]([P](C=4C=CC=CC4)(C=5C=CC=CC5)C=6C=CC=CC6)([P](C=7C=CC=CC7)(C=8C=CC=CC8)C=9C=CC=CC9)[P](C=1C=CC=CC1)(C=1C=CC=CC1)C=1C=CC=CC1 (tetrakis(triphenylphosphine)palladium(0)), [Cu]I (copper(I) iodide). The solvent is C(C)N(CC)CC (triethylamine). Reaction conditions: temperature 100 celsius. The product is C1(CC1)N1CCN(C2=CC=CC=C12)C(=O)C=1C(=NC=CC1)OC1=C(C=C(C(=C1)Cl)C#CCO)Cl ((4-Cyclopropyl-3,4-dihydro-2H-quinoxalin-1-yl)-{2-[2,5-dichloro-4-(3-hydroxy-prop-1-ynyl)-phenoxy]-pyridin-3-yl}-methanone). The yield is 52.2%. As a reaction SMILES: Br[C:2]1[C:29]([Cl:30])=[CH:28][C:5]([O:6][C:7]2[C:12]([C:13]([N:15]3[C:24]4[C:19](=[CH:20][CH:21]=[CH:22][CH:23]=4)[N:18]([CH:25]4[CH2:27][CH2:26]4)[CH2:17][CH2:16]3)=[O:14])=[CH:11][CH:10]=[CH:9][N:8]=2)=[C:4]([Cl:31])[CH:3]=1.[CH2:32]([OH:35])[C:33]#[CH:34]>C(N(CC)CC)C.C1C=CC([P]([Pd]([P](C2C=CC=CC=2)(C2C=CC=CC=2)C2C=CC=CC=2)([P](C2C=CC=CC=2)(C2C=CC=CC=2)C2C=CC=CC=2)[P](C2C=CC=CC=2)(C2C=CC=CC=2)C2C=CC=CC=2)(C2C=CC=CC=2)C2C=CC=CC=2)=CC=1.[Cu]I>[CH:25]1([N:18]2[C:19]3[C:24](=[CH:23][CH:22]=[CH:21][CH:20]=3)[N:15]([C:13]([C:12]3[C:7]([O:6][C:5]4[CH:28]=[C:29]([Cl:30])[C:2]([C:34]#[C:33][CH2:32][OH:35])=[CH:3][C:4]=4[Cl:31])=[N:8][CH:9]=[CH:10][CH:11]=3)=[O:14])[CH2:16][CH2:17]2)[CH2:27][CH2:26]1 |^1:46,48,67,86|. Procedure: To a degassed suspension of [2-(4-bromo-2,5-dichloro-phenoxy)-pyridin-3-yl]-(4-cyclopropyl-3,4-dihydro-2H-quinoxalin-1-yl)-methanone (100 mg, 0.19 mmol, 1.0 equiv; Example 163) in triethylamine (0.8 mL) under Ar was added 2-propyn-1-ol (216 mg, 220 μL, 3.85 mmol, 20 equiv; [CAS RN 107-19-7]), tetrakis(triphenylphosphine)palladium(0) (22 mg, 0.02 mmol, 0.1 equiv; [CAS RN 14221-01-3]) and copper(I) iodide (3.7 mg, 0.02 mmol, 0.1 equiv; [CAS RN 7681-65-4]). The reaction mixture was heated by microw...